Dataset: the Open Reaction Database (ORD), a public repository of structured organic reaction records. Task: describe an organic reaction: reactants, conditions, products, and yield The reactants are C1C[C@@H](NC1)C(=O)N[C@@H](CC2=CC=CC=C2)C(=O)NC(=O)[C@H](CCCN=C(N)N)NC3=CC=C(C=C3)[N+](=O)[O-] (S-2302), 0.12, C(C)(=O)O (acetic acid). The solvent is C(C(CO)(CO)N)O.Cl (Tris hydrochloric acid). Reaction conditions: time 5 minute. Product: [N+](=O)([O-])C1=CC=C(N)C=C1 (p-nitroaniline). Reaction SMILES: C1CN[C@@H](C(N[C@H](C(NC([C@@H]([NH:30][C:31]2[CH:36]=[CH:35][C:34]([N+:37]([O-:39])=[O:38])=[CH:33][CH:32]=2)CCCN=C(N)N)=O)=O)CC2C=CC=CC=2)=O)C1.C(O)(=O)C>C(O)C(N)(CO)CO.Cl>[N+:37]([C:34]1[CH:35]=[CH:36][C:31]([NH2:30])=[CH:32][CH:33]=1)([O-:39])=[O:38] |f:2.3|. Procedure details: An inhibitor sample is dissolved in a 0.05 M Tris-hydrochloric acid buffer solution (pH=7.8) to make the total volume to 400 μl. To this solution, 50 μl of a 2 mM S-2302 solution is added and the mixture is incubated at a temperature of 37° C. for 5 minutes in a constant temperature bath. Then, 50 μl of a 0.12 unit/ml human plasma kallikrein is added and the mixture is incubated at a temperature of 37° C. for 5 minutes. Thereafter, 50 μl of 50% acetic acid is added to terminate the reaction. The... Reactants: ClC1=NC=CC(=N1)N1CCC(CC1)NC1=NN2C(C(=CC=C2)C2=CC(=C(C=C2)F)F)=N1 (N-(1-(2-chloropyrimidin-4-yl)piperidin-4-yl)-8-(3,4-difluorophenyl)-[1,2,4]triazolo[1,5-a]pyridin-2-amine), C[O-].[Na+] (sodium methoxide). Solvent: CO (MeOH). Reaction conditions: temperature 120 celsius. Yields the product FC=1C=C(C=CC1F)C=1C=2N(C=CC1)N=C(N2)NC2CCN(CC2)C2=NC(=NC=C2)OC (8-(3,4-Difluorophenyl)-N-(1-(2-methoxypyrimidin-4-yl)piperidin-4-yl)-[1,2,4]triazolo[1,5-a]pyridin-2-amine). Isolated yield 104.7%. Reaction SMILES: Cl[C:2]1[N:7]=[C:6]([N:8]2[CH2:13][CH2:12][CH:11]([NH:14][C:15]3[N:31]=[C:18]4[C:19]([C:23]5[CH:28]=[CH:27][C:26]([F:29])=[C:25]([F:30])[CH:24]=5)=[CH:20][CH:21]=[CH:22][N:17]4[N:16]=3)[CH2:10][CH2:9]2)[CH:5]=[CH:4][N:3]=1.[CH3:32][O-:33].[Na+]>CO>[F:30][C:25]1[CH:24]=[C:23]([C:19]2[C:18]3[N:17]([N:16]=[C:15]([NH:14][CH:11]4[CH2:12][CH2:13][N:8]([C:6]5[CH:5]=[CH:4][N:3]=[C:2]([O:33][CH3:32])[N:7]=5)[CH2:9][CH2:10]4)[N:31]=3)[CH:22]=[CH:21][CH:20]=2)[CH:28]=[CH:27][C:26]=1[F:29] |f:1.2|. Procedure: To a solution of N-(1-(2-chloropyrimidin-4-yl)piperidin-4-yl)-8-(3,4-difluorophenyl)-[1,2,4]triazolo[1,5-a]pyridin-2-amine (example 195) (88 mg, 0.155 mmol) in MeOH (2.0 mL) was added sodium methoxide solution (30% in MeOH, 41 μL, 0.22 mmol) and the reaction mixture was heated in the microwave at 120° C. for 2 h. The mixture was then evaporated. Purification by chromatography (silica gel, 20 g, 0 to 100% methanol in dichloromethane) afforded the title compound (71 mg, 81%) as a white foam. Reactants: C1(CC1)[C@@H](CC(=O)OC)C1=CC=C(C=C1)OCC=1C=C(C(=CC1)C(C)(C)C)C1=C(C=CC(=C1)OC)F (Methyl (3R)-3-cyclopropyl-3-(4-(((6-(1,1-dimethylethyl)-2′-fluoro-5′-(methyloxy)-1,1′-biphenyl-3-yl)methyl)oxy)phenyl)propanoate), solution, [Li+].[OH-] (LiOH). The solvent is C1CCOC1.CO (THF MeOH). Run at temperature 23 celsius, time 8 hour. Product: C1(CC1)[C@H](CC(=O)O)C1=CC=C(C=C1)OCC=1C=C(C(=CC1)C(C)(C)C)C1=C(C=CC(=C1)OC)F ((3S)-3-Cyclopropyl-3-(4-(((6-(1,1-dimethylethyl)-2′-fluoro-5′-(methyloxy)-1,1′-biphenyl-3-yl)methyl)oxy)phenyl)propanoic acid). Isolated yield 48.6%. RXN SMILES: [CH:1]1([C@H:4]([C:10]2[CH:15]=[CH:14][C:13]([O:16][CH2:17][C:18]3[CH:19]=[C:20]([C:28]4[CH:33]=[C:32]([O:34][CH3:35])[CH:31]=[CH:30][C:29]=4[F:36])[C:21]([C:24]([CH3:27])([CH3:26])[CH3:25])=[CH:22][CH:23]=3)=[CH:12][CH:11]=2)[CH2:5][C:6]([O:8]C)=[O:7])[CH2:3][CH2:2]1.[Li+].[OH-]>C1COCC1.CO>[CH:1]1([C@@H:4]([C:10]2[CH:15]=[CH:14][C:13]([O:16][CH2:17][C:18]3[CH:19]=[C:20]([C:28]4[CH:33]=[C:32]([O:34][CH3:35])[CH:31]=[CH:30][C:29]=4[F:36])[C:21]([C:24]([CH3:25])([CH3:26])[CH3:27])=[CH:22][CH:23]=3)=[CH:12][CH:11]=2)[CH2:5][C:6]([OH:8])=[O:7])[CH2:2][CH2:3]1 |f:1.2,3.4|. Procedure: To a solution of 22.1 (0.040 g, 0.082 mmol) in THF/MeOH (2/1) (1.5 mL) was added a 1 M solution of LiOH (0.50 mL, 0.500 mmol). The resulting mixture was stirred overnight at 23° C., quenched with excess 1 N HCl, and extracted with EtOAc. The combined organic layers were dried over Na2SO4, filtered, and concentrated. The residue was purified by silica gel chromatography (0 to 40% EtOAc/hexanes) to afford a 22 (0.019 g, 50% yield). MS ESI (neg.) m/e: 475.3 (M−H)+.